This data is from the Open Reaction Database (ORD), a public repository of structured organic reaction records. The task is: describe an organic reaction: reactants, conditions, products, and yield The reactants are C([O-])([O-])=O.[Na+].[Na+] (sodium carbonate), O[C@](CCO)(C=1N=CNC1)C=1C=C2C=CC(=CC2=CC1)C(=O)NC (6-[(1S)-1,3-dihydroxy-1-(1H-imidazol-4-yl)propyl]-N-methyl-2-naphthamide), C(C)N(C(C)C)C(C)C (N-ethyldiisopropylamine), CS(=O)(=O)Cl (methanesulfonyl chloride). Run in O (water), O1CCCC1 (tetrahydrofuran), C(C)(=O)OCC (ethyl acetate). Run at temperature 60 celsius, time 3 hour. Yields the product OC1=C2N(C=N1)CC[C@H]2C=2C=C1C=CC(=CC1=CC2)C(=O)NC (6-((7S)-hydroxy-6,7-dihydro-5H-pyrrolo[1,2-c]imidazol-7-yl)-N-methyl-2-naphthamide). The yield is 58.1%. RXN SMILES: O[C@@:2]([C:11]1[CH:12]=[C:13]2[C:18](=[CH:19][CH:20]=1)[CH:17]=[C:16]([C:21]([NH:23][CH3:24])=[O:22])[CH:15]=[CH:14]2)([C:6]1[N:7]=[CH:8][NH:9][CH:10]=1)[CH2:3][CH2:4]O.C(N(C(C)C)C(C)C)C.CS(Cl)(=O)=[O:36].C(=O)([O-])[O-].[Na+].[Na+]>O1CCCC1.O.C(OCC)(=O)C>[OH:36][C:10]1[N:9]=[CH:8][N:7]2[CH2:4][CH2:3][C@@H:2]([C:11]3[CH:12]=[C:13]4[C:18](=[CH:19][CH:20]=3)[CH:17]=[C:16]([C:21]([NH:23][CH3:24])=[O:22])[CH:15]=[CH:14]4)[C:6]=12 |f:3.4.5|. Procedure: To a solution of 6-[(1S)-1,3-dihydroxy-1-(1H-imidazol-4-yl)propyl]-N-methyl-2-naphthamide (1.0 g, 3.1 mmol) in tetrahydrofuran (100 mL) were added N-ethyldiisopropylamine (2.39 g, 18.4 mmol) and methanesulfonyl chloride (2.11 g, 18.4 mmol) at room temperature. The mixture was stirred at the same temperature for 3 hr. To the reaction mixture was added a solution of sodium carbonate (1.31 g, 12.3 mmol) in water (3 mL). The mixture was heated to 60° C. and stirred for 5 hr. After the reaction mixtu... The reactants are CC(C)OC(=O)C1C(CC(CC1C)(C=1SC=CN1)O)C (propan-2-yl-4-hydroxy-2,6-dimethyl-4-(1,3-thiazol-2-yl)cyclohexanecarboxylate), C1CC(=O)N(C1=O)Br (NBS), S(=O)([O-])[O-].[Na+].[Na+] (sodium sulfite), CCOC(=O)C (EtOAc). Solvent: CN(C)C=O (DMF), O (water). Reaction conditions: temperature 55 celsius. Yields the product CC(C)OC(=O)C1C(CC(CC1C)(O)C=1SC(=CN1)Br)C (propan-2-yl-4-(5-bromo-1,3-thiazol-2-yl)-4-hydroxy-2,6 dimethylcyclohexanecarboxylate). The yield is 87.3%. Reaction SMILES: [CH3:1][CH:2]([O:4][C:5]([CH:7]1[CH:12]([CH3:13])[CH2:11][C:10]([OH:19])([C:14]2[S:15][CH:16]=[CH:17][N:18]=2)[CH2:9][CH:8]1[CH3:20])=[O:6])[CH3:3].C1C(=O)N([Br:28])C(=O)C1.S([O-])([O-])=O.[Na+].[Na+].CCOC(C)=O>CN(C=O)C.O>[CH3:3][CH:2]([O:4][C:5]([CH:7]1[CH:8]([CH3:20])[CH2:9][C:10]([C:14]2[S:15][C:16]([Br:28])=[CH:17][N:18]=2)([OH:19])[CH2:11][CH:12]1[CH3:13])=[O:6])[CH3:1] |f:2.3.4|. Procedure details: To a solution of the product of Step 2 (2.0 g, 6.7 mmol) in DMF (16 mL) was added NBS (1.38 g, 7.73 mmol) and the resulting solution heated to 55° C. After 60 min the reaction was cooled and a solution of sodium sulfite (500 mg) in water (30 mL) was added followed by EtOAc. The layers were separated, the aqueous layer was back extracted with EtOAc (2×). The combined organics were dried over MgSO4, filtered, and concentrated in vacuo. The crude residue was purified by flash chromatography to affo... Starting materials: COCCOCCl, CCOC(C)=O, CCCCCC, [H-], [Na+], O, O=[N+]([O-])c1ccc(O)cc1. Product: COCCOCOc1ccc([N+](=O)[O-])cc1. As a reaction SMILES: [CH3:19][O:20][CH2:21][CH2:22][O:23][CH2:24][Cl:25].[CH3:26][CH2:27][O:28][C:29](=[O:30])[CH3:31].[CH3:3][CH2:4][CH2:5][CH2:6][CH2:7][CH3:8].[H-:1].[Na+:2].[OH2:32].[OH:9][c:10]1[cH:11][cH:12][c:13]([N+:16]([O-:17])=[O:18])[cH:14][cH:15]1>>[O:9]([c:10]1[cH:11][cH:12][c:13]([N+:16]([O-:17])=[O:18])[cH:14][cH:15]1)[CH2:24][O:23][CH2:22][CH2:21][O:20][CH3:19]. Starting materials: C(C)(C)C1=NC(=C(C(=C1C(C)O)C1=C(C=CC=C1)OCC1=CC=CC=C1)C=CCCC)C(C)C (2,6-Diisopropyl-3-(1-hydroxyethyl)-4-(2-benzyloxyphenyl)-5-(pent-1-enyl)pyridine). The reagents and catalysts are [Pd] (palladium on carbon). Solvent: C(C)O (ethanol). Conditions: time 8 hour. The product is C(C)(C)C1=NC(=C(C(=C1C(C)O)C1=C(C=CC=C1)O)CCCCC)C(C)C (2,6-Diisopropyl-3-(1-hydroxyethyl)-4-(2-hydroxyphenyl)-5-pentylpyridine). Yield: 101.6%. Reaction SMILES: [CH:1]([C:4]1[C:9]([CH:10]([OH:12])[CH3:11])=[C:8]([C:13]2[CH:18]=[CH:17][CH:16]=[CH:15][C:14]=2[O:19]CC2C=CC=CC=2)[C:7]([CH:27]=[CH:28][CH2:29][CH2:30][CH3:31])=[C:6]([CH:32]([CH3:34])[CH3:33])[N:5]=1)([CH3:3])[CH3:2]>C(O)C.[Pd]>[CH:1]([C:4]1[C:9]([CH:10]([OH:12])[CH3:11])=[C:8]([C:13]2[CH:18]=[CH:17][CH:16]=[CH:15][C:14]=2[OH:19])[C:7]([CH2:27][CH2:28][CH2:29][CH2:30][CH3:31])=[C:6]([CH:32]([CH3:33])[CH3:34])[N:5]=1)([CH3:3])[CH3:2]. Procedure: The diastereomeric mixture of intermediates from Step B (39 mg) was dissolved in absolute ethanol (1.5 mL) under argon, treated with 10% palladium on carbon (4 mg), then stirred under a hydrogen atmosphere for 8 hr. After purging the system with argon, the catalyst was removed by filtration through a pad of Celite. The solvent was removed and the product dried in vacuo to afford 32 mg of the title compound as a colorless solid. Preparative thin layer chromatography (“prep TLC”) using a 20% ethyl... Starting materials: CC=1C=NC=2CCCCC2C1 (5,6,7,8-Tetrahydro-3-methylquinoline), C(C)(=O)OC(C)=O (acetic anhydride), OC1=CC=C(C=O)C=C1 (4-hydroxybenzaldehyde). The product is C(C)(=O)OC1=CC=C(\C=C\2/CCCC=3C=C(C=NC23)C)C=C1 (E-8-(4-Acetoxybenzylidene)-5,6,7,8-tetrahydro-3-methylquinoline). Reaction SMILES: [CH3:1][C:2]1[CH:3]=[N:4][C:5]2[CH2:6][CH2:7][CH2:8][CH2:9][C:10]=2[CH:11]=1.[OH:12][C:13]1[CH:20]=[CH:19][C:16]([CH:17]=O)=[CH:15][CH:14]=1.[C:21](OC(=O)C)(=[O:23])[CH3:22]>>[C:21]([O:12][C:13]1[CH:20]=[CH:19][C:16](/[CH:17]=[C:6]2\[CH2:7][CH2:8][CH2:9][C:10]3[CH:11]=[C:2]([CH3:1])[CH:3]=[N:4][C:5]\2=3)=[CH:15][CH:14]=1)(=[O:23])[CH3:22]. Procedure details: 5,6,7,8-Tetrahydro-3-methylquinoline (6.6 g) was dissolved in acetic anhydride (10 ml) and 4-hydroxybenzaldehyde (7.35 g) was added. The mixture was allowed to reflux for 18 hours after which the solvent was removed under reduced pressure. The residue was added to 1M NaOH (300 ml) and the solid extracted with dichloromethane (3×150 ml) and dried (Na2SO4). Solvent was removed under reduced pressure. The solid residue was recrystallised from ethyl acetate to give the title compound (4.5 g). m.p. 1... Product: OC(C1=CC=C(C=C1)C)P(OC(C)(C)C)(OC(C)(C)C)=O (Di(tert-butyl) hydroxy(4-methylphenyl)methylphosphonate). Procedure details: To a solution of di-tert-butylphosphite (30 g) in THF (700 mL) cooled at −78° C. was added dropwise a solution of LiN(TMS)2 (165 mL, 1M in THF). After stirring for 30 min at −78° C., a solution of 4-tolualdehyde (18 mL in 100 mL of THF) was added. The reaction mixture was stirred for 30 min at −78° C. and 2 h at 0° C., and then quenched with 400 mL of 50% saturated aqueous NH4Cl solution. The mixture was extracted with 1 L of 2:1 hexane/EtOAc and the extract was dried over Na2SO4. After concentr... Reactants: [Li]N([Si](C)(C)C)[Si](C)(C)C (LiN(TMS)2), C(C)(C)(C)OP(OC(C)(C)C)[O-] (di-tert-butylphosphite), C1(=CC=C(C=C1)C=O)C (4-tolualdehyde). The solvent is C1CCOC1 (THF). Reaction conditions: temperature -78 celsius, time 30 minute. As a reaction SMILES: [C:1]([O:5][P:6]([O-:12])[O:7][C:8]([CH3:11])([CH3:10])[CH3:9])([CH3:4])([CH3:3])[CH3:2].[Li]N([Si](C)(C)C)[Si](C)(C)C.[C:23]1([CH3:31])[CH:28]=[CH:27][C:26]([CH:29]=[O:30])=[CH:25][CH:24]=1>C1COCC1>[OH:30][CH:29]([P:6](=[O:12])([O:5][C:1]([CH3:4])([CH3:3])[CH3:2])[O:7][C:8]([CH3:11])([CH3:10])[CH3:9])[C:26]1[CH:27]=[CH:28][C:23]([CH3:31])=[CH:24][CH:25]=1.